describe an organic reaction: reactants, conditions, products, and yield From a dataset of the Open Reaction Database (ORD), a public repository of structured organic reaction records. The reactants are Oc1cccc2c1c1ccccc1n2Cc1ccccc1, CCCCC, NCCCl, Cl, [H-], [Na+], CN(C)C=O. Yields the product NCCOc1cccc2c1c1ccccc1n2Cc1ccccc1. Reaction SMILES: [CH2:3]([c:4]1[cH:5][cH:6][cH:7][cH:8][cH:9]1)[n:10]1[c:11]2[cH:12][cH:13][cH:14][cH:15][c:16]2[c:17]2[c:18]([OH:23])[cH:19][cH:20][cH:21][c:22]12.[CH3:29][CH2:30][CH2:31][CH2:32][CH3:33].[Cl:25][CH2:26][CH2:27][NH2:28].[ClH:24].[H-:1].[Na+:2].[O:34]=[CH:35][N:36]([CH3:37])[CH3:38]>>[CH2:3]([c:4]1[cH:5][cH:6][cH:7][cH:8][cH:9]1)[n:10]1[c:11]2[cH:12][cH:13][cH:14][cH:15][c:16]2[c:17]2[c:18]([O:23][CH2:26][CH2:27][NH2:28])[cH:19][cH:20][cH:21][c:22]12. Starting materials: CC=1C=C(C=CC1)CN1C2=CC=CC(=C2C=2C(=CC=CC12)O)C(=O)OC (9-[(3-methylphenyl)methyl]-4-hydroxy-5-carbomethoxy carbazole), [OH-].[NH4+] (ammonium hydroxide), Cl (HCl). Solvent: C(C)(=O)OCC (ethyl acetate), C1CCOC1 (THF). Product: CC=1C=C(C=CC1)CN1C2=CC=CC(=C2C=2C(=CC=CC12)O)C(N)=O (9-[(3-methylphenyl)methyl]-4-hydroxy-5-carbamoyl carbazole). The yield is 40.0%. RXN SMILES: [CH3:1][C:2]1[CH:3]=[C:4]([CH2:8][N:9]2[C:21]3[CH:20]=[CH:19][CH:18]=[C:17]([OH:22])[C:16]=3[C:15]3[C:10]2=[CH:11][CH:12]=[CH:13][C:14]=3[C:23]([O:25]C)=O)[CH:5]=[CH:6][CH:7]=1.Cl.[OH-].[NH4+:29]>C1COCC1.C(OCC)(=O)C>[CH3:1][C:2]1[CH:3]=[C:4]([CH2:8][N:9]2[C:21]3[CH:20]=[CH:19][CH:18]=[C:17]([OH:22])[C:16]=3[C:15]3[C:10]2=[CH:11][CH:12]=[CH:13][C:14]=3[C:23](=[O:25])[NH2:29])[CH:5]=[CH:6][CH:7]=1 |f:2.3|. Procedure: A solution of the 9-[(3-methylphenyl)methyl]-4-hydroxy-5-carbomethoxy carbazole (300 mg, 0.87 mM) in 10 mL THF and 30 mL concentrated aqueous ammonium hydroxide was sonicated for 5 hours at 40-50° C. The mixture was diluted with ethyl acetate and acidified to pH 1 with 5 N HCl. The aqueous layer was extracted three times with ethyl acetate. The combined organic extracts were washed with H2O and saturated brine, dried over magnesium sulfate, filtered, and concentrated. The residue was purified by...